Dataset: the Open Reaction Database (ORD), a public repository of structured organic reaction records. Task: describe an organic reaction: reactants, conditions, products, and yield Reactants: N#Cc1ccc(CBr)cc1, O=C([O-])[O-], CN(C)C=O, [K+], [K+], O, Oc1ccc(-c2ccccc2)cc1. The product is N#Cc1ccc(COc2ccc(-c3ccccc3)cc2)cc1. Reaction SMILES: [Br:1][CH2:2][c:3]1[cH:4][cH:5][c:6]([C:9]#[N:10])[cH:7][cH:8]1.[C:24](=[O:25])([O-:26])[O-:27].[CH3:31][N:32]([CH3:33])[CH:34]=[O:35].[K+:28].[K+:29].[OH2:30].[c:11]1(-[c:17]2[cH:18][cH:19][c:20]([OH:23])[cH:21][cH:22]2)[cH:12][cH:13][cH:14][cH:15][cH:16]1>>[CH2:2]([c:3]1[cH:4][cH:5][c:6]([C:9]#[N:10])[cH:7][cH:8]1)[O:23][c:20]1[cH:19][cH:18][c:17](-[c:11]2[cH:12][cH:13][cH:14][cH:15][cH:16]2)[cH:22][cH:21]1. Starting materials: O=C([O-])[O-], CCCI, COc1cc2nccc(Oc3ccc(O)cc3C(C)=O)c2cc1OC, CN(C)C=O, [K+], [K+]. The product is CCCOc1ccc(Oc2ccnc3cc(OC)c(OC)cc23)c(C(C)=O)c1. As a reaction SMILES: [C:30](=[O:31])([O-:32])[O-:33].[CH2:26]([CH2:27][CH3:28])[I:29].[CH3:1][O:2][c:3]1[cH:4][c:5]2[c:6]([O:15][c:16]3[c:17]([C:23]([CH3:24])=[O:25])[cH:18][c:19]([OH:22])[cH:20][cH:21]3)[cH:7][cH:8][n:9][c:10]2[cH:11][c:12]1[O:13][CH3:14].[CH3:36][N:37]([CH3:38])[CH:39]=[O:40].[K+:34].[K+:35]>>[CH3:1][O:2][c:3]1[cH:4][c:5]2[c:6]([O:15][c:16]3[c:17]([C:23]([CH3:24])=[O:25])[cH:18][c:19]([O:22][CH2:26][CH2:27][CH3:28])[cH:20][cH:21]3)[cH:7][cH:8][n:9][c:10]2[cH:11][c:12]1[O:13][CH3:14]. The reactants are ClC1=NC=CC(=N1)C=1C=C(C=O)C=CC1 (3-(2-Chloro-pyrimidin-4-yl)-benzaldehyde), COC(=O)C1N(CCNC1)C(=O)OC(C)(C)C (piperazine-1,2-dicarboxylic acid 1-tert-butyl ester 2-methyl ester), 447. Product: COC(=O)C1N(CCN(C1)CC1=CC(=CC=C1)C1=NC(=NC=C1)Cl)C(=O)OC(C)(C)C (4-[3-(2-Chloro-pyrimidin-4-yl)-benzyl]-piperazine-1,2-dicarboxylic acid 1-tert-butyl ester 2-methyl ester). Reaction SMILES: [Cl:1][C:2]1[N:7]=[C:6]([C:8]2[CH:9]=[C:10]([CH:13]=[CH:14][CH:15]=2)[CH:11]=O)[CH:5]=[CH:4][N:3]=1.[CH3:16][O:17][C:18]([CH:20]1[CH2:25][NH:24][CH2:23][CH2:22][N:21]1[C:26]([O:28][C:29]([CH3:32])([CH3:31])[CH3:30])=[O:27])=[O:19]>>[CH3:16][O:17][C:18]([CH:20]1[CH2:25][N:24]([CH2:11][C:10]2[CH:13]=[CH:14][CH:15]=[C:8]([C:6]3[CH:5]=[CH:4][N:3]=[C:2]([Cl:1])[N:7]=3)[CH:9]=2)[CH2:23][CH2:22][N:21]1[C:26]([O:28][C:29]([CH3:32])([CH3:31])[CH3:30])=[O:27])=[O:19]. Procedure: Intermediate 1 was coupled with piperazine-1,2-dicarboxylic acid 1-tert-butyl ester 2-methyl ester following procedure B. LC-MS showed the product had the expected M+H+ of 447. The reactants are CC(C)(C)OC(=O)N1CCC(c2ccc(C(=O)O)cc2)C(OCc2ccc3ccccc3c2)C1, NCC(=O)c1ccccc1. Yields the product CC(C)(C)OC(=O)N1CCC(c2ccc(C(=O)NCC(=O)c3ccccc3)cc2)C(OCc2ccc3ccccc3c2)C1. Reaction SMILES: [C:1]([CH3:2])([CH3:3])([CH3:4])[O:5][C:6](=[O:7])[N:8]1[CH2:9][CH:10]([O:23][CH2:24][c:25]2[cH:26][c:27]3[cH:28][cH:29][cH:30][cH:31][c:32]3[cH:33][cH:34]2)[CH:11]([c:14]2[cH:15][cH:16][c:17]([C:18](=[O:19])[OH:20])[cH:21][cH:22]2)[CH2:12][CH2:13]1.[NH2:35][CH2:36][C:37](=[O:38])[c:39]1[cH:40][cH:41][cH:42][cH:43][cH:44]1>>[C:1]([CH3:2])([CH3:3])([CH3:4])[O:5][C:6](=[O:7])[N:8]1[CH2:9][CH:10]([O:23][CH2:24][c:25]2[cH:26][c:27]3[cH:28][cH:29][cH:30][cH:31][c:32]3[cH:33][cH:34]2)[CH:11]([c:14]2[cH:15][cH:16][c:17]([C:18](=[O:19])[NH:35][CH2:36][C:37](=[O:38])[c:39]3[cH:40][cH:41][cH:42][cH:43][cH:44]3)[cH:21][cH:22]2)[CH2:12][CH2:13]1.